This data is from the Open Reaction Database (ORD), a public repository of structured organic reaction records. The task is: describe an organic reaction: reactants, conditions, products, and yield Reactants: solution, B(Br)(Br)Br (boron tribromide), ClC1=C(CN2C(=C(C3=CC=C(C=C23)C(=O)N)C(COC)=O)CCC)C=CC=C1 (1-(2-chlorobenzyl)-3-methoxyacetyl-2-propylindole-6-carboxamide), solution, B(Br)(Br)Br (boron tribromide). Solvent: O (water), ClCCl (dichloromethane), ClCCl (dichloromethane), CO (methanol), ClCCl (dichloromethane). Run at temperature -12 celsius, time 20 minute. The product is ClC1=C(CN2C(=C(C3=CC=C(C=C23)C(=O)N)C(CO)=O)CCC)C=CC=C1 (1-(2-chlorobenzyl)-3-hydroxyacetyl-2-propylindole-6-carboxamide). Yield: 74.0%. Reaction SMILES: [Cl:1][C:2]1[CH:28]=[CH:27][CH:26]=[CH:25][C:3]=1[CH2:4][N:5]1[C:13]2[C:8](=[CH:9][CH:10]=[C:11]([C:14]([NH2:16])=[O:15])[CH:12]=2)[C:7]([C:17](=[O:21])[CH2:18][O:19]C)=[C:6]1[CH2:22][CH2:23][CH3:24].B(Br)(Br)Br>ClCCl.CO.O>[Cl:1][C:2]1[CH:28]=[CH:27][CH:26]=[CH:25][C:3]=1[CH2:4][N:5]1[C:13]2[C:8](=[CH:9][CH:10]=[C:11]([C:14]([NH2:16])=[O:15])[CH:12]=2)[C:7]([C:17](=[O:21])[CH2:18][OH:19])=[C:6]1[CH2:22][CH2:23][CH3:24]. Procedure details: To a solution of 1-(2-chlorobenzyl)-3-methoxyacetyl-2-propylindole-6-carboxamide (168 mg) in a mixture of dichloromethane (10 ml) and methanol (0.5 ml) was added 1M solution of boron tribromide in dichloromethane (2.5 ml) at −53° C. The reaction mixture was warmed gradually to −12° C. during 3 hours. Then 1M solution of boron tribromide in dichloromethane (2.5 ml) was added, and the mixture was stirred for 20 minutes at −12° C. The reaction mixture was diluted with water and extracted with 10% m... Isolated yield 19.0%. Product: C1(CC1)C(=O)N1CCN(CC1)C(=O)C1=CC=C(C=C1)C1C(C2=NNC(C=3C=CC=C(C23)N1)=O)C1=CC=CC=C1 (8-(4-(4-(cyclopropanecarbonyl)piperazine-1-carbonyl)phenyl)-9-phenyl-8,9-dihydro-2H-pyrido[4,3,2-de]phthalazin-3(7H)-one). Run at time 3 hour. Procedure: A mixture of methyl 2-(4-(4-(cyclopropanecarbonyl)piperazine-1-carbonyl)phenyl)-4-oxo-3-phenyl-1,2,3,4-tetrahydroquinoline-5-carboxylate (300 mg, 0.55 mmol) and hydrazine monohydrate (3 mL) was stirred room temperature for 3 h. The resulting mixture was evaporated under reduced pressure to 10 mL and then filtered; the filtrate was concentrated to give the crude product. The crude product was purified by pre-HPLC to give 8-(4-(4-(cyclopropanecarbonyl)piperazine-1-carbonyl)phenyl)-9-phenyl-8,9-dih... Reaction SMILES: [CH:1]1([C:4]([N:6]2[CH2:11][CH2:10][N:9]([C:12]([C:14]3[CH:19]=[CH:18][C:17]([CH:20]4[CH:29]([C:30]5[CH:35]=[CH:34][CH:33]=[CH:32][CH:31]=5)[C:28](=O)[C:27]5[C:26]([C:37]([O:39]C)=O)=[CH:25][CH:24]=[CH:23][C:22]=5[NH:21]4)=[CH:16][CH:15]=3)=[O:13])[CH2:8][CH2:7]2)=[O:5])[CH2:3][CH2:2]1.O.[NH2:42][NH2:43]>>[CH:1]1([C:4]([N:6]2[CH2:11][CH2:10][N:9]([C:12]([C:14]3[CH:19]=[CH:18][C:17]([CH:20]4[NH:21][C:22]5[C:27]6[C:28](=[N:42][NH:43][C:37](=[O:39])[C:26]=6[CH:25]=[CH:24][CH:23]=5)[CH:29]4[C:30]4[CH:35]=[CH:34][CH:33]=[CH:32][CH:31]=4)=[CH:16][CH:15]=3)=[O:13])[CH2:8][CH2:7]2)=[O:5])[CH2:3][CH2:2]1 |f:1.2|. Starting materials: C1(CC1)C(=O)N1CCN(CC1)C(=O)C1=CC=C(C=C1)C1NC=2C=CC=C(C2C(C1C1=CC=CC=C1)=O)C(=O)OC (methyl 2-(4-(4-(cyclopropanecarbonyl)piperazine-1-carbonyl)phenyl)-4-oxo-3-phenyl-1,2,3,4-tetrahydroquinoline-5-carboxylate), O.NN (hydrazine monohydrate). Starting materials: [NH4+].[OH-] (NH4OH), ON(C(=O)N)[C@H](C)C#C ((R)-N-hydroxy-N-(3-butyn-2-yl)urea), IC=1SC(=CC1)CC1=CC=C(C=C1)F (2-iodo-5-(4-fluorophenylmethyl)thiophene), C(C)(C)NC(C)C (diisopropylamine). The reagents and catalysts are C1(=CC=CC=C1)P(C1=CC=CC=C1)C1=CC=CC=C1 (triphenylphosphine), [Cu]I (copper(I)iodide), CC#N.CC#N.Cl[Pd]Cl (bis(acetonitrile)palladium(II) chloride). The solvent is C(C)(C)OC(C)=O (isopropylacetate), CCCCCCC (Heptane). Reaction conditions: time 2 hour. The product is FC1=CC=C(C=C1)CC1=CC=C(S1)C#C[C@@H](C)N(C(=O)N)O ((R)-N-{3-[5-(4-fluorophenylmethyl)thien-2-yl]-1-methyl-2-propynyl)-N-hydroxyurea). Yield: 64.0%. Reaction SMILES: [OH:1][N:2]([C@@H:6]([C:8]#[CH:9])[CH3:7])[C:3]([NH2:5])=[O:4].I[C:11]1[S:12][C:13]([CH2:16][C:17]2[CH:22]=[CH:21][C:20]([F:23])=[CH:19][CH:18]=2)=[CH:14][CH:15]=1.C(NC(C)C)(C)C.[NH4+].[OH-]>C(OC(=O)C)(C)C.CC#N.CC#N.Cl[Pd]Cl.[Cu]I.C1(P(C2C=CC=CC=2)C2C=CC=CC=2)C=CC=CC=1.CCCCCCC>[F:23][C:20]1[CH:21]=[CH:22][C:17]([CH2:16][C:13]2[S:12][C:11]([C:9]#[C:8][C@H:6]([N:2]([OH:1])[C:3]([NH2:5])=[O:4])[CH3:7])=[CH:15][CH:14]=2)=[CH:18][CH:19]=1 |f:3.4,6.7.8|. Reported procedure: To the (R)-N-hydroxy-N-(3-butyn-2-yl)urea prepared in step 3 above was added a solution of 2-iodo-5-(4-fluorophenylmethyl)thiophene (45 mmol), in isopropylacetate, followed by diisopropylamine (10 mL, 7.2 g, 71 mmol), bis(acetonitrile)palladium(II) chloride (65 mg, 0.25 mmol), copper(I)iodide (95 mg, 0.50 mmol), and triphenylphosphine (131 mg, 0.50 mmol), and the reaction mixture was stirred under nitrogen at ambient temperature for 2 hours. The reaction mixture was poured into 20% aqueous NH4OH... Reactants: NC1=C2C(=NC=N1)N(N=C2C2=CC(=C(C=C2)NC(C2=C(C=C(C=C2)C(F)(F)F)F)=O)OC)C(C2=CC=CC=C2)(C2=CC=CC=C2)C2=CC=CC=C2 (N1-[4-(4-amino-1-trityl-1H-pyrazolo[3,4-d]pyrimidin-3-yl)-2-methoxyphenyl]-2-fluoro-4-trifluoromethylbenzamide), Cl (hydrochloric acid), O1CCOCC1 (p-dioxane). Solvent: C(C)O (ethanol). Conditions: temperature 50 celsius. Yields the product NC1=C2C(=NC=N1)NN=C2C2=CC(=C(C=C2)NC(C2=C(C=C(C=C2)C(F)(F)F)F)=O)OC (N1-[4-(4-amino-1H-pyrazolo[3,4-d]pyrimidin-3-yl)-2-methoxyphenyl]-2-fluoro-4-trifluoromethylbenzamide). Isolated yield 44.6%. RXN SMILES: [NH2:1][C:2]1[N:7]=[CH:6][N:5]=[C:4]2[N:8](C(C3C=CC=CC=3)(C3C=CC=CC=3)C3C=CC=CC=3)[N:9]=[C:10]([C:11]3[CH:16]=[CH:15][C:14]([NH:17][C:18](=[O:30])[C:19]4[CH:24]=[CH:23][C:22]([C:25]([F:28])([F:27])[F:26])=[CH:21][C:20]=4[F:29])=[C:13]([O:31][CH3:32])[CH:12]=3)[C:3]=12.Cl.O1CCOCC1>C(O)C>[NH2:1][C:2]1[N:7]=[CH:6][N:5]=[C:4]2[NH:8][N:9]=[C:10]([C:11]3[CH:16]=[CH:15][C:14]([NH:17][C:18](=[O:30])[C:19]4[CH:24]=[CH:23][C:22]([C:25]([F:27])([F:28])[F:26])=[CH:21][C:20]=4[F:29])=[C:13]([O:31][CH3:32])[CH:12]=3)[C:3]=12. Procedure details: A mixture of N1-[4-(4-amino-1-trityl-1H-pyrazolo[3,4-d]pyrimidin-3-yl)-2-methoxyphenyl]-2-fluoro-4-trifluoromethylbenzamide (2.10 g, 1.75 mmol), 6 N aqueous hydrochloric acid (10 mL), p-dioxane (10 mL) and ethanol (8 mL) was heated at 50° C. for 6 hours. The mixture was filtered and the solid was washed with ethanol, dried in a vacuum oven over the weekend, and purified by flash column chromatography on silica to provide N1-[4-(4-amino-1H-pyrazolo[3,4-d]pyrimidin-3-yl)-2-methoxyphenyl]-2-fluoro-... Starting materials: BrCCCCN1C(CCC1)=O (1-(4-bromobutyl)-2-pyrrolidinone), FC(C1=CC=CC(=N1)N1CCNCC1)(F)F (1-[6-(trifluoromethyl)-2-pyridinyl]-piperazine), C([O-])([O-])=O.[Na+].[Na+] (sodium carbonate). Solvent: C(CCC)O (butanol). Yields the product FC(C1=CC=CC(=N1)N1CCN(CC1)CCCCN1C(CCC1)=O)(F)F (1-[4-[4-[6-(trifluoromethyl)-2-pyridinyl]-1-piperazinyl]-butyl]-2-pyrrolidinone). The yield is 102.7%. Reaction SMILES: Br[CH2:2][CH2:3][CH2:4][CH2:5][N:6]1[CH2:10][CH2:9][CH2:8][C:7]1=[O:11].[F:12][C:13]([F:27])([F:26])[C:14]1[N:19]=[C:18]([N:20]2[CH2:25][CH2:24][NH:23][CH2:22][CH2:21]2)[CH:17]=[CH:16][CH:15]=1.C(=O)([O-])[O-].[Na+].[Na+]>C(O)CCC>[F:27][C:13]([F:12])([F:26])[C:14]1[N:19]=[C:18]([N:20]2[CH2:21][CH2:22][N:23]([CH2:2][CH2:3][CH2:4][CH2:5][N:6]3[CH2:10][CH2:9][CH2:8][C:7]3=[O:11])[CH2:24][CH2:25]2)[CH:17]=[CH:16][CH:15]=1 |f:2.3.4|. Reported procedure: 9 g of 1-(4-bromobutyl)-2-pyrrolidinone and 7.6 g of 1-[6-(trifluoromethyl)-2-pyridinyl]-piperazine were mixed with 100 ml of butanol. 4.3 g of sodium carbonate were added, and the mixture is refluxed for 3 hours. The precipitate is filtered and washed with butanol, and the filtrate is then evaporated. The residue was dissolved in dichloromethane, washed with water, dried over anhydrous magnesium sulfate, after which the solvent was evaporated to obtain 12.5 g of 1-[4-[4-[6-(trifluoromethyl)-2-p... Starting materials: CC1(C2CCC3(C1C2)CO3)C (beta-pinene oxide), C(C)(=O)OC(C)=O (acetic anhydride). Solvent: C(C)(=O)O (acetic acid). Product: CC(=C)[C@H]1CCC(=CC1)CO (perillyl alcohol). Reaction SMILES: [CH3:1][C:2]1([CH3:11])[CH:7]2[CH2:8][CH:3]1[CH2:4][CH2:5][C:6]12[O:10][CH2:9]1.C(OC(=O)C)(=O)C>C(O)(=O)C>[CH3:11][C:2]([C@@H:3]1[CH2:4][CH:5]=[C:6]([CH2:9][OH:10])[CH2:7][CH2:8]1)=[CH2:1]. Procedure: Among other routes that have been developed to prepare perillyl alcohol from beta pinene oxide is that reported by T. K. Keenan in 1966 who produced perillyl acetate from beta-pinene oxide by refluxing beta-pinene oxide with acetic anhydride and acetic acid for seven hours followed by removal of the acetate to afford a nine percent (9%) yield of perillyl alcohol based on the starting beta-pinene oxide (B.S. Thesis Mass. Institute of Tech.). The applicants found the process to be reproducible alb... Reactants: c1cc(OCC2CO2)ccc1CCOCC1CCC1, Cc1cc(C2=NNC(=O)CC2)ccc1OCCCN. Product: Cc1cc(C2=NNC(=O)CC2)ccc1OCCCNCC(O)COc1ccc(CCOCC2CCC2)cc1. Reaction SMILES: [CH:1]1([CH2:5][O:6][CH2:7][CH2:8][c:9]2[cH:10][cH:11][c:12]([O:13][CH2:14][CH:15]3[CH2:16][O:17]3)[cH:18][cH:19]2)[CH2:2][CH2:3][CH2:4]1.[NH2:20][CH2:21][CH2:22][CH2:23][O:24][c:25]1[c:26]([CH3:38])[cH:27][c:28]([C:31]2=[N:36][NH:35][C:34](=[O:37])[CH2:33][CH2:32]2)[cH:29][cH:30]1>>[CH:1]1([CH2:5][O:6][CH2:7][CH2:8][c:9]2[cH:10][cH:11][c:12]([O:13][CH2:14][CH:15]([CH2:16][NH:20][CH2:21][CH2:22][CH2:23][O:24][c:25]3[c:26]([CH3:38])[cH:27][c:28]([C:31]4=[N:36][NH:35][C:34](=[O:37])[CH2:33][CH2:32]4)[cH:29][cH:30]3)[OH:17])[cH:18][cH:19]2)[CH2:2][CH2:3][CH2:4]1.